This data is from the Open Reaction Database (ORD), a public repository of structured organic reaction records. The task is: describe an organic reaction: reactants, conditions, products, and yield Reactants: ClCCl, O=[Cr](=O)=O, COc1ccc2c(c1)C(CCO)CC(=O)N2C, c1ccncc1. Product: COc1ccc2c(c1)C(CC=O)CC(=O)N2C. RXN SMILES: [Cl:28][CH2:29][Cl:30].[O:7]=[Cr:8](=[O:9])=[O:10].[OH:11][CH2:12][CH2:13][CH:14]1[CH2:15][C:16](=[O:27])[N:17]([CH3:26])[c:18]2[cH:19][cH:20][c:21]([O:24][CH3:25])[cH:22][c:23]21.[cH:1]1[cH:2][cH:3][n:4][cH:5][cH:6]1>>[O:11]=[CH:12][CH2:13][CH:14]1[CH2:15][C:16](=[O:27])[N:17]([CH3:26])[c:18]2[cH:19][cH:20][c:21]([O:24][CH3:25])[cH:22][c:23]21. The reactants are CN, O=C=NCCCl, O=CC(O)C(O)C(O)CO. The product is CN(C(=O)NCCCl)C1OC(CO)C(O)C1O. Reaction SMILES: [CH3:11][NH2:12].[Cl:13][CH2:14][CH2:15][N:16]=[C:17]=[O:18].[O:1]=[CH:2][CH:3]([OH:4])[CH:5]([OH:6])[CH:7]([OH:8])[CH2:9][OH:10]>>[CH:2]1([N:12]([CH3:11])[C:17]([NH:16][CH2:15][CH2:14][Cl:13])=[O:18])[CH:3]([OH:4])[CH:5]([OH:6])[CH:7]([CH2:9][OH:10])[O:8]1. Starting materials: COc1ccc2ncc(=O)n(C(C)CN3CCC(N(C(=O)[O-])C(C)(C)C)CC3)c2c1, ClCCl, O=C(O)C(F)(F)F. Yields the product COc1ccc2ncc(=O)n(C(C)CN3CCC(N)CC3)c2c1. As a reaction SMILES: [C:1]([N:5]([C:2](=[O:3])[O-:4])[CH:9]1[CH2:10][CH2:11][N:12]([CH2:15][CH:16]([CH3:17])[n:18]2[c:19](=[O:30])[cH:20][n:21][c:22]3[cH:23][cH:24][c:25]([O:28][CH3:29])[cH:26][c:27]23)[CH2:13][CH2:14]1)([CH3:6])([CH3:7])[CH3:8].[Cl:38][CH2:39][Cl:40].[OH:31][C:32]([C:33]([F:34])([F:35])[F:36])=[O:37]>>[NH2:5][CH:9]1[CH2:10][CH2:11][N:12]([CH2:15][CH:16]([CH3:17])[n:18]2[c:19](=[O:30])[cH:20][n:21][c:22]3[cH:23][cH:24][c:25]([O:28][CH3:29])[cH:26][c:27]23)[CH2:13][CH2:14]1. Starting materials: C1COCCOCCN2CCOCCOCCN1CCOCCOCC2 (Kryptofix 222), [F-].[K+] (potassium fluoride), C([O-])([O-])=O.[K+].[K+] (potassium carbonate), CC1(OCC(CO1)(COS(=O)(=O)C1=CC=C(C=C1)C)CN1C(=NC(=C1)COCOC)[N+](=O)[O-])C (2,2-dimethyl-5-[(4-methoxymethoxymethyl-2-nitro-1H-imidazol-1-yl)methyl]-5-(p-toluenesulfonyloxymethyl)-1,3-dioxane). Run in C(C)#N (acetonitrile), O (water). Conditions: temperature 80 celsius, time 50 minute. Product: OCC(CN1C(=NC(=C1)CO)[N+](=O)[O-])(CF)CO (1-(2,2-dihydroxymethyl-3-fluoropropyl)-4-hydroxymethyl-2-nitroimidazole). As a reaction SMILES: CC1(C)O[CH2:6][C:5]([CH2:20][N:21]2[CH:25]=[C:24]([CH2:26][O:27]COC)[N:23]=[C:22]2[N+:31]([O-:33])=[O:32])([CH2:8][O:9]S(C2C=CC(C)=CC=2)(=O)=O)[CH2:4][O:3]1.C1N2CCOCCOCCN(CCOCCOCC2)CCOCCOC1.[F-:61].[K+].C(=O)([O-])[O-].[K+].[K+]>C(#N)C.O>[OH:3][CH2:4][C:5]([CH2:8][OH:9])([CH2:6][F:61])[CH2:20][N:21]1[CH:25]=[C:24]([CH2:26][OH:27])[N:23]=[C:22]1[N+:31]([O-:33])=[O:32] |f:2.3,4.5.6|. Reported procedure: 3.6 mg (7.6 μmol equivalents) of 2,2-dimethyl-5-[(4-methoxymethoxymethyl-2-nitro-1H-imidazol-1-yl)methyl]-5-(p-toluenesulfonyloxymethyl)-1,3-dioxane was dissolved in 1 mL of acetonitrile, 17 mg (34.5 μmol equivalents) of Kryptofix 222 (trade name, Merck), 5.8 mg (100 μmol equivalents) of potassium fluoride, and 1.8 mg (23 μmol equivalents) of potassium carbonate were added thereto, and the mixture was refluxed while heating for 3 hours. After completion of the reaction, water was added, and the ... Reaction SMILES: [CH3:1][C:2]1[CH:6]=[CH:5][S:4][C:3]=1[C:7]([OH:9])=O.[F:10][C:11]1[CH:18]=[CH:17][C:14]([CH2:15][NH2:16])=[CH:13][CH:12]=1>>[F:10][C:11]1[CH:18]=[CH:17][C:14]([CH2:15][NH:16][C:7]([C:3]2[S:4][CH:5]=[CH:6][C:2]=2[CH3:1])=[O:9])=[CH:13][CH:12]=1. The yield is 94.0%. Starting materials: CC1=C(SC=C1)C(=O)O (3-methylthiophene-2-carboxylic acid), FC1=CC=C(CN)C=C1 (4-fluorobenzylamine). Reported procedure: Following the procedure as described in Preparation 18, making variations only as required to use 3-methylthiophene-2-carboxylic acid in place of 3-methylfuran-2-carboxylic acid to react with 4-fluorobenzylamine in place of benzylamine, N-(4-fluorobenzyl)-3-methylthiophene-2-carboxamide was obtained as a colorless solid in 94% yield: 1H NMR (300 MHz, CDCl3) δ 7.37-7.26 (m, 3H), 7.08-7.00 (m, 2H), 6.90 (d, J=5.0 Hz, 1H), 6.09 (br s, 1H), 4.57 (d, J=5.8 Hz, 2H), 2.52 (s, 3H); MS (ES+) m/z 250.2 (M... Yields the product FC1=CC=C(CNC(=O)C=2SC=CC2C)C=C1 (N-(4-fluorobenzyl)-3-methylthiophene-2-carboxamide).